The task is: describe an organic reaction: reactants, conditions, products, and yield. This data is from the Open Reaction Database (ORD), a public repository of structured organic reaction records. RXN SMILES: [H-].[Al+3].[Li+].[H-].[H-].[H-].[Cl:7][C:8]1[C:22]([Cl:23])=[CH:21][C:11]2[C:12]3[CH2:13][CH2:14][C:15](=O)[NH:16][C:17]=3[CH2:18][CH2:19][C:10]=2[CH:9]=1.[OH-].[Na+]>O1CCCC1>[Cl:7][C:8]1[C:22]([Cl:23])=[CH:21][C:11]2[C:12]3[CH2:13][CH2:14][CH2:15][NH:16][C:17]=3[CH2:18][CH2:19][C:10]=2[CH:9]=1 |f:0.1.2.3.4.5,7.8|. Starting materials: [H-].[Al+3].[Li+].[H-].[H-].[H-] (lithium aluminum hydride), ClC1=CC2=C(C=3CCC(NC3CC2)=O)C=C1Cl (8,9-dichloro-1,4,5,6-tetrahydrobenzo[f]-quinolin-3(2H)-one), [OH-].[Na+] (sodium hydroxide). Yields the product ClC1=CC2=C(C=3CCCNC3CC2)C=C1Cl (8,9-dichloro-1,2,3,4,5,6-hexahydrobenzo[f]quinoline). Solvent: O1CCCC1 (tetrahydrofuran). Reported procedure: 1.57 g (0.042 mol) of lithium aluminum hydride are suspended in 60 ml of tetrahydrofuran under argon, 5.56 g (0.021 mol) of 8,9-dichloro-1,4,5,6-tetrahydrobenzo[f]-quinolin-3(2H)-one are slowly added thereto and the mixture is boiled under reflux for 2.5 hours. The mixture is then cooled to 0°, 5.2 ml of 18 percent sodium hydroxide solution are added dropwise thereto and the precipitate formed is removed by filtration. On evaporation of the filtrate, there is obtained 8,9-dichloro-1,2,3,4,5,6-he... Starting materials: FC(C(=O)O)(F)F.FC(C(=O)O)(F)F.ClC=1C=NC=2NC=3C=CC=C(CCC4=C(C=CC(NC1N2)=C4)NC(C[C@@H]4CNCCC4)=O)C3 (N-[6-chloro-2,4,8,22-tetraazatetracyclo[14.3.1.1(3,7).1(9,13)]docosa-1(20),3(22),4,6,9(21),10,12,16,18-nonaen-12-yl]-2-[(3R)-piperidin-3-yl]acetamide bis(trifluoroacetate)), C(C)(=O)Cl (acetyl chloride). Yields the product FC(C(=O)O)(F)F.C(C)(=O)N1C[C@H](CCC1)CC(=O)NC=1C=CC=2NC3=C(C=NC(NC=4C=CC=C(CCC1C2)C4)=N3)Cl (2-[(3R)-1-Acetylpiperidin-3-yl]-N-[6-chloro-2,4,8,22-tetraazatetracyclo[14.3.1.1(3,7).1(9,13)]docosa-1(20),3(22),4,6,9(21),10,12,16,18-nonaen-12-yl]acetamide trifluoroacetate). Yield: 78.0%. Reaction SMILES: [F:1][C:2]([F:7])([F:6])[C:3]([OH:5])=[O:4].F[C:9](F)(F)[C:10](O)=[O:11].[Cl:15][C:16]1[CH:17]=[N:18][C:19]2[NH:20][C:21]3[CH:22]=[CH:23][CH:24]=[C:25]([CH:47]=3)[CH2:26][CH2:27][C:28]3[CH:36]=[C:32]([NH:33][C:34]=1[N:35]=2)[CH:31]=[CH:30][C:29]=3[NH:37][C:38](=[O:46])[CH2:39][C@H:40]1[CH2:45][CH2:44][CH2:43][NH:42][CH2:41]1.C(Cl)(=O)C>>[F:1][C:2]([F:7])([F:6])[C:3]([OH:5])=[O:4].[C:10]([N:42]1[CH2:43][CH2:44][CH2:45][C@H:40]([CH2:39][C:38]([NH:37][C:29]2[CH:30]=[CH:31][C:32]3[NH:33][C:34]4[N:35]=[C:19]([NH:20][C:21]5[CH:22]=[CH:23][CH:24]=[C:25]([CH:47]=5)[CH2:26][CH2:27][C:28]=2[CH:36]=3)[N:18]=[CH:17][C:16]=4[Cl:15])=[O:46])[CH2:41]1)(=[O:11])[CH3:9] |f:0.1.2,4.5|. Procedure details: The desired compound was prepared according to the procedure of Example D94 using N-[6-chloro-2,4,8,22-tetraazatetracyclo[14.3.1.1(3,7).1(9,13)]docosa-1(20),3(22),4,6,9(21),10,12,16,18-nonaen-12-yl]-2-[(3R)-piperidin-3-yl]acetamide bis(trifluoroacetate) and acetyl chloride as the starting materials in 78% yield. LCMS for C27H30ClN6O2 (M+H)+: m/z=505.0.